This data is from the Open Reaction Database (ORD), a public repository of structured organic reaction records. The task is: describe an organic reaction: reactants, conditions, products, and yield Reactants: O=C([O-])[O-], CO, CCn1c2ccccc2c2cc(N(CC(=O)O)S(=O)(=O)c3cc(Cl)cc(C#C[Si](C)(C)C)c3)ccc21, ClCCl, [K+], [K+]. Product: C#Cc1cc(Cl)cc(S(=O)(=O)N(CC(=O)O)c2ccc3c(c2)c2ccccc2n3CC)c1. As a reaction SMILES: [C:37](=[O:38])([O-:39])[O-:40].[CH3:43][OH:44].[Cl:1][c:2]1[cH:3][c:4]([S:14](=[O:15])(=[O:16])[N:17]([c:18]2[cH:19][cH:20][c:21]3[n:22]([CH2:31][CH3:32])[c:23]4[cH:24][cH:25][cH:26][cH:27][c:28]4[c:29]3[cH:30]2)[CH2:33][C:34](=[O:35])[OH:36])[cH:5][c:6]([C:8]#[C:9][Si:10]([CH3:11])([CH3:12])[CH3:13])[cH:7]1.[Cl:45][CH2:46][Cl:47].[K+:41].[K+:42]>>[Cl:1][c:2]1[cH:3][c:4]([S:14](=[O:15])(=[O:16])[N:17]([c:18]2[cH:19][cH:20][c:21]3[n:22]([CH2:31][CH3:32])[c:23]4[cH:24][cH:25][cH:26][cH:27][c:28]4[c:29]3[cH:30]2)[CH2:33][C:34](=[O:35])[OH:36])[cH:5][c:6]([C:8]#[CH:9])[cH:7]1. The reactants are C(C)OC(=O)C=1C=C2C(=C(C=NC2=CC1)C#N)CCCCCC (3-cyano-4-hexyl-quinoline-6-carboxylic acid ethyl ester), [BH4-].[Li+] (lithium borohydride). Product: C(CCCCC)C1C(=CNC2=CC=C(C=C12)CO)C#N (4-hexyl-6-hydroxymethyl-1,4-dihydro-quinoline-3-carbonitrile). RXN SMILES: C([O:3][C:4]([C:6]1[CH:7]=[C:8]2[C:13](=[CH:14][CH:15]=1)[N:12]=[CH:11][C:10]([C:16]#[N:17])=[C:9]2[CH2:18][CH2:19][CH2:20][CH2:21][CH2:22][CH3:23])=O)C.[BH4-].[Li+]>>[CH2:18]([CH:9]1[C:8]2[C:13](=[CH:14][CH:15]=[C:6]([CH2:4][OH:3])[CH:7]=2)[NH:12][CH:11]=[C:10]1[C:16]#[N:17])[CH2:19][CH2:20][CH2:21][CH2:22][CH3:23] |f:1.2|. Procedure: Similar procedure as described in example 46e was used, starting from 3-cyano-4-hexyl-quinoline-6-carboxylic acid ethyl ester (example 52a) and lithium borohydride to give 4-hexyl-6-hydroxymethyl-1,4-dihydro-quinoline-3-carbonitrile as a yellow solid. LC-MS m/e 271 (MH+). Starting materials: C(=O)(O)[O-].[Na+] (NaHCO3), C(=O)([O-])[O-].[K+].[K+] (K2CO3), NC1=C(C=CC(=C1)S(=O)(=O)C1=CC=CC=C1)O (2-Amino-4-benzenesulfonyl-phenol), ClCC(=O)Cl (2-chloroacetyl chloride). Run in C(C)C(=O)C (methyl ethyl ketone), CCOC(=O)C (EtOAc). Conditions: temperature 0 celsius. Product: C1(=CC=CC=C1)S(=O)(=O)C=1C=CC2=C(NC(CO2)=O)C1 (6-benzenesulfonyl-4H-benzo[1,4]oxazin-3-one). Yield: 91.7%. RXN SMILES: [NH2:1][C:2]1[CH:7]=[C:6]([S:8]([C:11]2[CH:16]=[CH:15][CH:14]=[CH:13][CH:12]=2)(=[O:10])=[O:9])[CH:5]=[CH:4][C:3]=1[OH:17].C([O-])(O)=O.[Na+].Cl[CH2:24][C:25](Cl)=[O:26].C([O-])([O-])=O.[K+].[K+]>C(C(C)=O)C.CCOC(C)=O>[C:11]1([S:8]([C:6]2[CH:5]=[CH:4][C:3]3[O:17][CH2:24][C:25](=[O:26])[NH:1][C:2]=3[CH:7]=2)(=[O:10])=[O:9])[CH:16]=[CH:15][CH:14]=[CH:13][CH:12]=1 |f:1.2,4.5.6|. Procedure: 2-Amino-4-benzenesulfonyl-phenol (2.064 g, 8.2 mmol) was dissolved in 15 mL of methyl ethyl ketone, and NaHCO3 (1.39 g, 9.1 mmol) was added to this solution. The reaction mixture was cooled to 0° C., and 2-chloroacetyl chloride (0.215 mL, 9.0 mmol) was added dropwise while stirring. The reaction mixture was stirred for 2 hours, after which K2CO3 (1.37 g, 9.95 mmol) was added, and the reaction was brought to reflux for three hours. The reaction mixture was cooled and 150 mL of EtOAc was added. Th... Reactants: C[C@@H]1CCC2C[C@@H](/C(=C/C=C/C=C/[C@H](C[C@H](C(=O)[C@@H]([C@@H](/C(=C/[C@H](C(=O)C[C@H](OC(=O)[C@@H]3CCCCN3C(=O)C(=O)[C@@]1(O2)O)[C@H](C)C[C@@H]4CC[C@@H]([C@@H](C4)OC)N5C=NN=N5)C)/C)O)OC)C)C)/C)OC (ABT-578), C1(=CC=CC=C1)C (toluene). The solvent is O1CCCC1 (tetrahydrofuran). The product is C[C@@H]1CCC2C[C@@H](/C(=C/C=C/C=C/[C@H](C[C@H](C(=O)[C@@H]([C@@H](/C(=C/[C@H](C(=O)C[C@H](OC(=O)[C@@H]3CCCCN3C(=O)C(=O)[C@@]1(O2)O)[C@H](C)C[C@@H]4CC[C@@H]([C@@H](C4)OC)N5C=NN=N5)C)/C)O)OC)C)C)/C)OC.O1CCCC1 (ABT-578 tetrahydrofuran). As a reaction SMILES: [CH3:1][C@H:2]1[C@@:41]2([OH:43])[O:42][CH:5]([CH2:6][C@H:7]([O:68][CH3:69])[C:8]([CH3:67])=[CH:9][CH:10]=[CH:11][CH:12]=[CH:13][C@@H:14]([CH3:66])[CH2:15][C@@H:16]([CH3:65])[C:17]([C@H:19]([O:63][CH3:64])[C@H:20]([OH:62])[C:21]([CH3:61])=[CH:22][C@@H:23]([CH3:60])[C:24]([CH2:26][C@@H:27]([C@@H:44]([CH2:46][C@H:47]3[CH2:52][C@@H:51]([O:53][CH3:54])[C@@H:50]([N:55]4[N:59]=[N:58][N:57]=[CH:56]4)[CH2:49][CH2:48]3)[CH3:45])[O:28][C:29]([C@H:31]3[N:36]([C:37]([C:39]2=[O:40])=[O:38])[CH2:35][CH2:34][CH2:33][CH2:32]3)=[O:30])=[O:25])=[O:18])[CH2:4][CH2:3]1.C1(C)C=CC=CC=1>O1CCCC1>[CH3:1][C@H:2]1[C@@:41]2([OH:43])[O:42][CH:5]([CH2:6][C@H:7]([O:68][CH3:69])[C:8]([CH3:67])=[CH:9][CH:10]=[CH:11][CH:12]=[CH:13][C@@H:14]([CH3:66])[CH2:15][C@@H:16]([CH3:65])[C:17]([C@H:19]([O:63][CH3:64])[C@H:20]([OH:62])[C:21]([CH3:61])=[CH:22][C@@H:23]([CH3:60])[C:24]([CH2:26][C@@H:27]([C@@H:44]([CH2:46][C@H:47]3[CH2:52][C@@H:51]([O:53][CH3:54])[C@@H:50]([N:55]4[N:59]=[N:58][N:57]=[CH:56]4)[CH2:49][CH2:48]3)[CH3:45])[O:28][C:29]([C@H:31]3[N:36]([C:37]([C:39]2=[O:40])=[O:38])[CH2:35][CH2:34][CH2:33][CH2:32]3)=[O:30])=[O:25])=[O:18])[CH2:4][CH2:3]1.[O:53]1[CH2:51][CH2:52][CH2:47][CH2:54]1 |f:3.4|. Reported procedure: Crystals of ABT-578 tetrahydrofuran solvate were prepared by dissolving 107 mg of amorphous ABT-578 in 200 uL of tetrahydrofuran at ambient temperature and storing at −12 degrees Celsius for 30 hours before seeded with a trace amount of toluene solvate crystals. Crystalline solids formed after seeding by further incubation at −12 degrees Celsius. FIG. 20A shows the X-ray powder diffraction pattern of the crystals, and desolvation of the crystals yielded a semi-crystalline phase. The desolvated c... The reactants are C(C)(C)(C)OC(N[C@@H]([C@@H](C)C1CCC(CC1)NC(C1=CC=C(C=C1)OC(F)(F)F)=O)C(=O)N1C[C@H](CC1)F)=O (tert-Butyl[(1S,2S)-1-{[(3S)-3-fluoropyrrolidin-1-yl]carbonyl}-2-(4-{[4-(trifluoromethoxy)benzoyl]amino}cyclohexyl)propyl]carbamate), FC(C(=O)O)(F)F (trifluoroacetic acid). Solvent: ClCCl (dichloromethane). Product: FC(C(=O)[O-])(F)F.F[C@@H]1CN(CC1)C([C@H]([C@@H](C)C1CCC(CC1)NC(C1=CC=C(C=C1)OC(F)(F)F)=O)[NH3+])=O ((2S,3S)-1-[(3S)-3-Fluoropyrrolidin-1-yl]-1-oxo-3-(4-{[4-(trifluoromethoxy)benzoyl]amino}cyclohexyl)butan-2-aminium trifluoroacetate). RXN SMILES: C(OC(=O)[NH:7][C@H:8]([C:31]([N:33]1[CH2:37][CH2:36][C@H:35]([F:38])[CH2:34]1)=[O:32])[C@H:9]([CH:11]1[CH2:16][CH2:15][CH:14]([NH:17][C:18](=[O:30])[C:19]2[CH:24]=[CH:23][C:22]([O:25][C:26]([F:29])([F:28])[F:27])=[CH:21][CH:20]=2)[CH2:13][CH2:12]1)[CH3:10])(C)(C)C.[F:40][C:41]([F:46])([F:45])[C:42]([OH:44])=[O:43]>ClCCl>[F:40][C:41]([F:46])([F:45])[C:42]([O-:44])=[O:43].[F:38][C@H:35]1[CH2:36][CH2:37][N:33]([C:31](=[O:32])[C@@H:8]([NH3+:7])[C@H:9]([CH:11]2[CH2:16][CH2:15][CH:14]([NH:17][C:18](=[O:30])[C:19]3[CH:20]=[CH:21][C:22]([O:25][C:26]([F:29])([F:27])[F:28])=[CH:23][CH:24]=3)[CH2:13][CH2:12]2)[CH3:10])[CH2:34]1 |f:3.4|. Procedure details: To a solution of the material prepared in Step A (0.017 g, 0.036 mmol) in dichloromethane (3 mL) was added trifluoroacetic acid (1 mL). After 3 h at ambient temperature the reaction was concentrated in vacuo, affording the title compound as a white solid. LC/MS 406.3 (M+1). Reactants: NC=1C=C(C=CC1[N+](=O)[O-])N1C=C(C=C1)C=O (1-(3-amino-4-nitro-phenyl)-1H-pyrrole-3-carbaldehyde), [BH4-].[Na+] (NaBH4). Run in CCO (EtOH). The product is NC=1C=C(C=CC1[N+](=O)[O-])N1C=C(C=C1)CO ([1-(3-Amino-4-nitro-phenyl)-1H-pyrrol-3-yl]-methanol), solid. Reaction SMILES: [NH2:1][C:2]1[CH:3]=[C:4]([N:11]2[CH:15]=[CH:14][C:13]([CH:16]=[O:17])=[CH:12]2)[CH:5]=[CH:6][C:7]=1[N+:8]([O-:10])=[O:9].[BH4-].[Na+]>CCO>[NH2:1][C:2]1[CH:3]=[C:4]([N:11]2[CH:15]=[CH:14][C:13]([CH2:16][OH:17])=[CH:12]2)[CH:5]=[CH:6][C:7]=1[N+:8]([O-:10])=[O:9] |f:1.2|. Procedure: The title compound was prepared from 1-(3-amino-4-nitro-phenyl)-1H-pyrrole-3-carbaldehyde (Example F4) by reduction with 2 eq. NaBH4 in EtOH at 23° C. for 30 min. Obtained as a brown solid (20 mg).